This data is from the Open Reaction Database (ORD), a public repository of structured organic reaction records. The task is: describe an organic reaction: reactants, conditions, products, and yield Starting materials: [Cl-], [F-], [K+], [Na+], Cc1ccc(S(=O)(=O)OCC(C)c2ccccc2)cc1. Yields the product CC(CF)c1ccccc1. As a reaction SMILES: [Cl-:24].[F-:21].[K+:22].[Na+:23].[c:1]1([CH:7]([CH2:8][O:9][S:10]([c:11]2[cH:12][cH:13][c:14]([CH3:15])[cH:16][cH:17]2)(=[O:18])=[O:19])[CH3:20])[cH:2][cH:3][cH:4][cH:5][cH:6]1>>[c:1]1([CH:7]([CH2:8][F:21])[CH3:20])[cH:2][cH:3][cH:4][cH:5][cH:6]1. The reactants are CC1=CC=2C(=NC=C(C2O)C(=O)OCC)S1 (ethyl 2-methyl-4-hydroxythieno-[2,3-b]pyridine-5-carboxylate), [H-].[Na+] (sodium hydride), C(C)I (ethyl iodide). Run in CN(C=O)C (dimethyl-formamide). Conditions: temperature 70 celsius. The product is C(C)N1C2=C(C(C(=C1)C(=O)OCC)=O)C=C(S2)C (ethyl 7-ethyl-4,7-dihydro-2-methyl-4-oxothieno[2,3-b]pyridine-5-carboxylate). As a reaction SMILES: [CH3:1][C:2]1[S:16][C:5]2=[N:6][CH:7]=[C:8]([C:11]([O:13][CH2:14][CH3:15])=[O:12])[C:9]([OH:10])=[C:4]2[CH:3]=1.[H-].[Na+].[CH2:19](I)[CH3:20]>CN(C)C=O>[CH2:19]([N:6]1[CH:7]=[C:8]([C:11]([O:13][CH2:14][CH3:15])=[O:12])[C:9](=[O:10])[C:4]2[CH:3]=[C:2]([CH3:1])[S:16][C:5]1=2)[CH3:20] |f:1.2|. Reported procedure: A mixture of 0.237 part of ethyl 2-methyl-4-hydroxythieno-[2,3-b]pyridine-5-carboxylate, 5 parts by volume of dry dimethyl-formamide and 0.048 part of 50 % sodium hydride in mineral oil is heated at 70°C for 30 minutes, and 0.12 part by volume of ethyl iodide is added thereto. The mixture is heated at 70°C for 2 hours and the solvent is evaporated under reduced pressure. The residue is extracted with chloroform, and the extract is washed with saturated aqueous sodium chloride and dried over sodi...